Task: describe an organic reaction: reactants, conditions, products, and yield. Dataset: the Open Reaction Database (ORD), a public repository of structured organic reaction records The reactants are ClC=1C=C(C(=O)C2=NC=CC=C2C(=O)OC)C=CC1 (2-(3-chlorobenzoyl)-3-methoxycarbonylpyridine), O.NN (hydrazine hydrate). Run in C(C)O (ethanol). Product: ClC=1C=C(C=CC1)C1=NNC(C2=C1N=CC=C2)=O (8-(3-chlorophenyl)pyrido-[2,3-d]pyridazin-5-one). The yield is 50.5%. RXN SMILES: [Cl:1][C:2]1[CH:3]=[C:4]([CH:17]=[CH:18][CH:19]=1)[C:5]([C:7]1[C:12]([C:13](OC)=[O:14])=[CH:11][CH:10]=[CH:9][N:8]=1)=O.O.[NH2:21][NH2:22]>C(O)C>[Cl:1][C:2]1[CH:3]=[C:4]([C:5]2[C:7]3[N:8]=[CH:9][CH:10]=[CH:11][C:12]=3[C:13](=[O:14])[NH:22][N:21]=2)[CH:17]=[CH:18][CH:19]=1 |f:1.2|. Reported procedure: A solution of 2-(3-chlorobenzoyl)-3-methoxycarbonylpyridine (0.55 g, 2.0 mmoles), hydrazine hydrate (0.15 ml, 3.0 mmoles) in ethanol (50 ml) was stirred at 100° C. for 18 hours under an inert atmosphere. The solution was cooled and solid in the solution was collected, washed with ethyl ether and dried to give 0.26 g of 8-(3-chlorophenyl)pyrido-[2,3-d]pyridazin-5-one (50.5%), mp 268°-269° C. Reactants: CCC(C)C(NC(=O)OC(C)(C)C)C(=O)N1CC(F)(F)C(F)(F)C1, CCOC(C)=O, Cl. The product is CCC(C)C(N)C(=O)N1CC(F)(F)C(F)(F)C1. RXN SMILES: [C:1]([O:2][C:3](=[O:4])[NH:7][CH:8]([CH:9]([CH2:10][CH3:11])[CH3:12])[C:13](=[O:14])[N:15]1[CH2:16][C:17]([F:22])([F:23])[C:18]([F:20])([F:21])[CH2:19]1)([CH3:5])([CH3:6])[CH3:24].[CH3:26][CH2:27][O:28][C:29](=[O:30])[CH3:31].[ClH:25]>>[NH2:7][CH:8]([CH:9]([CH2:10][CH3:11])[CH3:12])[C:13](=[O:14])[N:15]1[CH2:16][C:17]([F:22])([F:23])[C:18]([F:20])([F:21])[CH2:19]1. Reactants: C(C)(C)(C)OC(NN1C(SCC1=O)=O)=O ((2,4-dioxothiazolidin-3-yl)carbamic acid tert-butyl ester), ClC1=CC(=C(CN2N=CC3=CC(=CC=C23)C=O)C=C1)C(F)(F)F ([4-chloro-2-(trifluoromethyl)benzyl]-1H-indazol-5-carbaldehyde). Yields the product C(C)(C)(C)OC(NN1C(S\C(\C1=O)=C/C=1C=C2C=NN(C2=CC1)CC1=C(C=C(C=C1)Cl)C(F)(F)F)=O)=O ((5Z)-{5-[1-(4-Chloro-2-trifluoromethylbenzyl)-1H-indazol-5-ylmethylene]-2,4-dioxothiazolidin-3-yl}carbamic acid tert-butyl ester), NN1C(S\C(\C1=O)=C/C=1C=C2C=NN(C2=CC1)CC1=C(C=C(C=C1)Cl)C(F)(F)F)=O ((5Z)-3-Amino-5-({1-[4-chloro-2-(trifluoromethyl)benzyl]-1H-indazol-5-yl}methylidene)-1,3-thiazolidine-2,4-dione). Reaction SMILES: [C:1]([O:5][C:6](=[O:15])[NH:7][N:8]1[C:12](=[O:13])[CH2:11][S:10][C:9]1=[O:14])([CH3:4])([CH3:3])[CH3:2].[Cl:16][C:17]1[CH:34]=[CH:33][C:20]([CH2:21][N:22]2[C:30]3[C:25](=[CH:26][C:27]([CH:31]=O)=[CH:28][CH:29]=3)[CH:24]=[N:23]2)=[C:19]([C:35]([F:38])([F:37])[F:36])[CH:18]=1>>[C:1]([O:5][C:6](=[O:15])[NH:7][N:8]1[C:12](=[O:13])/[C:11](=[CH:31]/[C:27]2[CH:26]=[C:25]3[C:30](=[CH:29][CH:28]=2)[N:22]([CH2:21][C:20]2[CH:33]=[CH:34][C:17]([Cl:16])=[CH:18][C:19]=2[C:35]([F:38])([F:36])[F:37])[N:23]=[CH:24]3)/[S:10][C:9]1=[O:14])([CH3:4])([CH3:2])[CH3:3].[NH2:7][N:8]1[C:12](=[O:13])/[C:11](=[CH:31]/[C:27]2[CH:26]=[C:25]3[C:30](=[CH:29][CH:28]=2)[N:22]([CH2:21][C:20]2[CH:33]=[CH:34][C:17]([Cl:16])=[CH:18][C:19]=2[C:35]([F:38])([F:36])[F:37])[N:23]=[CH:24]3)/[S:10][C:9]1=[O:14]. Reported procedure: (5Z)-{5-[1-(4-Chloro-2-trifluoromethylbenzyl)-1H-indazol-5-ylmethylene]-2,4-dioxothiazolidin-3-yl}carbamic acid tert-butyl ester was prepared from (2,4-dioxothiazolidin-3-yl)carbamic acid tert-butyl ester and [4-chloro-2-(trifluoromethyl)benzyl]-1H-indazol-5-carbaldehyde (from Example 1) following General Procedure F1. The Boc group was removed by TFA/DCM following General Procedure M to afford the title compound. The solvent is CN(C=O)C (dimethylformamide). Reaction SMILES: [OH:1][C:2]1[CH:9]=[C:8]([OH:10])[CH:7]=[CH:6][C:3]=1[CH:4]=[O:5].[H-].[Na+].Cl[CH2:14][C:15]1[CH:19]=[CH:18][S:17][CH:16]=1>CN(C)C=O>[OH:1][C:2]1[CH:9]=[C:8]([O:10][CH2:14][C:15]2[CH:19]=[CH:18][S:17][CH:16]=2)[CH:7]=[CH:6][C:3]=1[CH:4]=[O:5] |f:1.2|. Run at temperature 60 celsius. Reactants: OC1=C(C=O)C=CC(=C1)O (2,4-dihydroxybenzaldehyde), [H-].[Na+] (sodium hydride), ClCC1=CSC=C1 (3-chloromethylthiophene). Product: OC1=C(C=O)C=CC(=C1)OCC1=CSC=C1 (2-hydroxy-4-(3-thienylmethoxy)benzaldehyde). Procedure details: A solution of 2,4-dihydroxybenzaldehyde (42.6 g) in dimethylformamide (250 mL) at ambient temperature is treated with sodium hydride (13.5 g; 60% w/v dispersion in mineral oil; 338 mmol), portionwise during 30 minutes. It is then treated with 3-chloromethylthiophene and the reaction mixture is heated at 60° C. for 3 hours. The mixture is concentrated in vacuo and the residue is partitioned between hydrochloric acid (200 mL; 0.5 N) and ethyl acetate (200 mL). The aqueous layer is extracted with e... The reactants are Cl, NCC(N)=O, CCOC(=O)CS(=O)(=NC(=O)c1cncc(C#Cc2cccc(O)c2)c1)c1ccccc1. Product: NC(=O)CNC(=O)CS(=O)(=NC(=O)c1cncc(C#Cc2cccc(O)c2)c1)c1ccccc1. As a reaction SMILES: [ClH:33].[NH2:34][CH2:35][C:36](=[O:37])[NH2:38].[OH:1][c:2]1[cH:3][c:4]([C:8]#[C:9][c:10]2[cH:11][c:12]([C:16](=[O:17])[N:18]=[S:19](=[O:20])([c:21]3[cH:22][cH:23][cH:24][cH:25][cH:26]3)[CH2:27][C:28](=[O:29])[O:30][CH2:31][CH3:32])[cH:13][n:14][cH:15]2)[cH:5][cH:6][cH:7]1>>[OH:1][c:2]1[cH:3][c:4]([C:8]#[C:9][c:10]2[cH:11][c:12]([C:16](=[O:17])[N:18]=[S:19](=[O:20])([c:21]3[cH:22][cH:23][cH:24][cH:25][cH:26]3)[CH2:27][C:28](=[O:29])[NH:34][CH2:35][C:36](=[O:37])[NH2:38])[cH:13][n:14][cH:15]2)[cH:5][cH:6][cH:7]1. Reactants: CC#N, [N-]=[N+]=Nc1ccc(C(=O)O)cc1, NCc1ccccc1, CN(C)C=O, On1nnc2ccccc21. The product is [N-]=[N+]=Nc1ccc(C(=O)NCc2ccccc2)cc1. As a reaction SMILES: [CH3:31][C:32]#[N:33].[N:1](=[N+:2]=[N-:3])[c:4]1[cH:5][cH:6][c:7]([C:8](=[O:9])[OH:10])[cH:11][cH:12]1.[NH2:23][CH2:24][c:25]1[cH:26][cH:27][cH:28][cH:29][cH:30]1.[O:34]=[CH:35][N:36]([CH3:37])[CH3:38].[OH:13][n:14]1[c:15]2[c:16]([cH:17][cH:18][cH:19][cH:20]2)[n:21][n:22]1>>[N:1](=[N+:2]=[N-:3])[c:4]1[cH:5][cH:6][c:7]([C:8](=[O:10])[NH:23][CH2:24][c:25]2[cH:26][cH:27][cH:28][cH:29][cH:30]2)[cH:11][cH:12]1. The reactants are OC1=CC(=NC(=C1)C1=CC=C(C=C1)N)C(=O)OC (methyl 4-hydroxy-6-(4-aminophenyl)-2-pyridinecarboxylate), CI (methyl iodide), C([O-])([O-])=O.[K+].[K+] (potassium carbonate), CN(C=O)C (dimethylformamide). Solvent: O (water). Reaction conditions: time 3 hour. The product is COC1=CC(=NC(=C1)C1=CC=C(C=C1)N(C)C)C(=O)OC (methyl 4-methoxy-6-(4-dimethylaminophenyl)-2-pyridinecarboxylate). Reaction SMILES: [OH:1][C:2]1[CH:7]=[C:6]([C:8]2[CH:13]=[CH:12]C(N)=[CH:10][CH:9]=2)[N:5]=[C:4]([C:15]([O:17][CH3:18])=[O:16])[CH:3]=1.CI.[C:21](=O)([O-])[O-].[K+].[K+].[CH3:27][N:28]([CH3:31])[CH:29]=O>O>[CH3:21][O:1][C:2]1[CH:7]=[C:6]([C:8]2[CH:13]=[CH:12][C:29]([N:28]([CH3:31])[CH3:27])=[CH:10][CH:9]=2)[N:5]=[C:4]([C:15]([O:17][CH3:18])=[O:16])[CH:3]=1 |f:2.3.4|. Reported procedure: A mixture of methyl 4-hydroxy-6-(4-aminophenyl)-2-pyridinecarboxylate (1.22 g), methyl iodide (3.82 g), potassium carbonate (2.76 g), dimethylformamide (20 ml) and water (1 ml) is agitated at room temperature for 3 hours. The reaction mixture is concentrated under reduced pressure, and to the residue is added water. The precipitated crystals are collected by filtration and dissolved in chloroform. The solution is passed through a column packed with silica gel (30 g). The solution passed through ...